describe an organic reaction: reactants, conditions, products, and yield From a dataset of the Open Reaction Database (ORD), a public repository of structured organic reaction records. Reactants: NC1CCCc2ccccc21, O=Cc1cccc(Sc2ccccc2)c1. Product: c1ccc(Sc2cccc(CNC3CCCc4ccccc43)c2)cc1. RXN SMILES: [CH:16]1([NH2:26])[CH2:17][CH2:18][CH2:19][c:20]2[cH:21][cH:22][cH:23][cH:24][c:25]21.[c:1]1([S:7][c:8]2[cH:9][c:10]([CH:11]=[O:12])[cH:13][cH:14][cH:15]2)[cH:2][cH:3][cH:4][cH:5][cH:6]1>>[c:1]1([S:7][c:8]2[cH:9][c:10]([CH2:11][NH:26][CH:16]3[CH2:17][CH2:18][CH2:19][c:20]4[cH:21][cH:22][cH:23][cH:24][c:25]43)[cH:13][cH:14][cH:15]2)[cH:2][cH:3][cH:4][cH:5][cH:6]1. Starting materials: C1CCOC1, CC(=O)O, CCCC1CC(=O)C2=C(C1)NC(C)=C(C#N)C2c1cc(Br)c(N)c([N+](=O)[O-])c1, [Zn]. The product is CCCC1CC(=O)C2=C(C1)NC(C)=C(C#N)C2c1cc(N)c(N)c(Br)c1. RXN SMILES: [CH2:33]1[O:34][CH2:35][CH2:36][CH2:37]1.[CH3:29][C:30](=[O:31])[OH:32].[NH2:1][c:2]1[c:3]([Br:28])[cH:4][c:5]([CH:11]2[C:12]([C:26]#[N:27])=[C:13]([CH3:25])[NH:14][C:15]3=[C:20]2[C:19](=[O:21])[CH2:18][CH:17]([CH2:22][CH2:23][CH3:24])[CH2:16]3)[cH:6][c:7]1[N+:8]([O-:9])=[O:10].[Zn:38]>>[NH2:1][c:2]1[c:3]([Br:28])[cH:4][c:5]([CH:11]2[C:12]([C:26]#[N:27])=[C:13]([CH3:25])[NH:14][C:15]3=[C:20]2[C:19](=[O:21])[CH2:18][CH:17]([CH2:22][CH2:23][CH3:24])[CH2:16]3)[cH:6][c:7]1[NH2:8].